Dataset: the Open Reaction Database (ORD), a public repository of structured organic reaction records. Task: describe an organic reaction: reactants, conditions, products, and yield Starting materials: C(=O)C=1C=C(C(=O)O)C=CC1 (3-formylbenzoic acid), C1(=CC=C(C=C1)S(=O)(=O)C[N+]#[C-])C (p-toluenesulfonylmethyl isocyanide), C([O-])([O-])=O.[K+].[K+] (potassium carbonate). The solvent is CO (methanol). Yields the product O1C=NC=C1C=1C=C(C(=O)O)C=CC1 (3-(1,3-oxazol-5-yl)benzoic acid). The yield is 76.8%. RXN SMILES: [CH:1]([C:3]1[CH:4]=[C:5]([CH:9]=[CH:10][CH:11]=1)[C:6]([OH:8])=[O:7])=[O:2].C1(C)C=CC(S([CH2:21][N+:22]#[C-:23])(=O)=O)=CC=1.C(=O)([O-])[O-].[K+].[K+]>CO>[O:2]1[C:1]([C:3]2[CH:4]=[C:5]([CH:9]=[CH:10][CH:11]=2)[C:6]([OH:8])=[O:7])=[CH:23][N:22]=[CH:21]1 |f:2.3.4|. Procedure: To a mixture of 3-formylbenzoic acid (500 mg) and p-toluenesulfonylmethyl isocyanide (715 mg) in methanol (20 mL) was added potassium carbonate (1.38 g) and the mixture was heated under reflux for 2 hours. After evaporation of solvent, the residue was partitioned between ethyl acetate and water. The aqueous layer was separated and acidified with 1N hydrochloric acid. The resulting precipitates were collected and washed with water, methanol and ether to give 3-(1,3-oxazol-5-yl)benzoic acid as a c... Starting materials: CC(C)(C)OC(=O)N1CC2ON=C(CO)C2C1, C1CCOC1, O=C1NC(=O)c2ccccc21, CC(C)OC(=O)N=NC(=O)OC(C)C, c1ccc(P(c2ccccc2)c2ccccc2)cc1. Product: CC(C)(C)OC(=O)N1CC2ON=C(CN3C(=O)c4ccccc4C3=O)C2C1. RXN SMILES: [C:1]([CH3:2])([CH3:3])([CH3:4])[O:5][C:6](=[O:7])[N:8]1[CH2:9][CH:10]2[C:11]([CH2:16][OH:17])=[N:12][O:13][CH:14]2[CH2:15]1.[CH2:62]1[O:63][CH2:64][CH2:65][CH2:66]1.[O:37]=[C:38]1[NH:39][C:40](=[O:41])[c:42]2[cH:43][cH:44][cH:45][cH:46][c:47]21.[O:48]=[C:49]([O:50][CH:51]([CH3:52])[CH3:53])[N:54]=[N:55][C:56]([O:57][CH:58]([CH3:59])[CH3:60])=[O:61].[c:18]1([P:19]([c:20]2[cH:21][cH:22][cH:23][cH:24][cH:25]2)[c:26]2[cH:27][cH:28][cH:29][cH:30][cH:31]2)[cH:32][cH:33][cH:34][cH:35][cH:36]1>>[C:1]([CH3:2])([CH3:3])([CH3:4])[O:5][C:6](=[O:7])[N:8]1[CH2:9][CH:10]2[C:11]([CH2:16][N:39]3[C:38](=[O:37])[c:47]4[c:42]([cH:43][cH:44][cH:45][cH:46]4)[C:40]3=[O:41])=[N:12][O:13][CH:14]2[CH2:15]1.